Dataset: the Open Reaction Database (ORD), a public repository of structured organic reaction records. Task: describe an organic reaction: reactants, conditions, products, and yield The reactants are C=1C=CC(=CC1)[C@H]2C=3C=CC=CC3CCN2C(=O)O[C@H]4CN5CCC4CC5 (solifenacin), CCO (EtOH), C(CCC(=O)O)(=O)O (succinic acid). Run in CCOC(=O)C (EtOAc). Run at temperature 30 celsius, time 2 hour. Yields the product C=1C=CC(=CC1)[C@H]2C=3C=CC=CC3CCN2C(=O)O[C@H]4CN5CCC4CC5.C(CC(=O)O)C(=O)O (solifenacin succinate). RXN SMILES: [CH:1]1[CH:2]=[CH:3][C:4]([C@@H:7]2[N:16]([C:17]([O:19][C@@H:20]3[CH:25]4[CH2:26][CH2:27][N:22]([CH2:23][CH2:24]4)[CH2:21]3)=[O:18])[CH2:15][CH2:14][C:13]3[CH:12]=[CH:11][CH:10]=[CH:9][C:8]2=3)=[CH:5][CH:6]=1.CCO.[C:31]([OH:38])(=[O:37])[CH2:32][CH2:33][C:34]([OH:36])=[O:35]>CCOC(C)=O>[CH:1]1[CH:6]=[CH:5][C:4]([C@@H:7]2[N:16]([C:17]([O:19][C@@H:20]3[CH:25]4[CH2:24][CH2:23][N:22]([CH2:27][CH2:26]4)[CH2:21]3)=[O:18])[CH2:15][CH2:14][C:13]3[CH:12]=[CH:11][CH:10]=[CH:9][C:8]2=3)=[CH:3][CH:2]=1.[CH2:32]([C:31]([OH:38])=[O:37])[CH2:33][C:34]([OH:36])=[O:35] |f:4.5|. Procedure: The thus obtained solifenacin was mixed with 12 ml of EtOH, 28 ml of EtOAc and 2.74 g of succinic acid, heated, cooled to 30° C. and then again heated to 50° C. This was kept at 50° C. for 2 hours and then cooled to 0° C. spending 5 hours, and the precipitated crystals were collected by filtration, washed twice with 8 ml of EtOAc and then dried under a reduced pressure to obtain 9.013 g of solifenacin succinate. Reactants: CC(C)OC(C)C, COCN1C(C)=C(C(=O)OCOC(=O)C(C)(C)C)C(c2cccc(Cl)c2Cl)C(C(=O)OCOC(=O)C(C)(C)C)=C1C, O. The product is COCN1C(C)=C(C(=O)O)C(c2cccc(Cl)c2Cl)C(C(=O)OCOC(=O)C(C)(C)C)=C1C. Reaction SMILES: [CH:42]([O:43][CH:44]([CH3:45])[CH3:46])([CH3:47])[CH3:48].[Cl:1][c:2]1[c:3]([CH:9]2[C:10]([C:31](=[O:32])[O:33][CH2:34][O:35][C:36]([C:37]([CH3:38])([CH3:39])[CH3:40])=[O:41])=[C:11]([CH3:30])[N:12]([CH2:27][O:28][CH3:29])[C:13]([CH3:26])=[C:14]2[C:15](=[O:16])[O:17][CH2:18][O:19][C:20](=[O:21])[C:22]([CH3:23])([CH3:24])[CH3:25])[cH:4][cH:5][cH:6][c:7]1[Cl:8].[OH2:49]>>[Cl:1][c:2]1[c:3]([CH:9]2[C:10]([C:31](=[O:32])[O:33][CH2:34][O:35][C:36]([C:37]([CH3:38])([CH3:39])[CH3:40])=[O:41])=[C:11]([CH3:30])[N:12]([CH2:27][O:28][CH3:29])[C:13]([CH3:26])=[C:14]2[C:15](=[O:16])[OH:17])[cH:4][cH:5][cH:6][c:7]1[Cl:8].